This data is from the Open Reaction Database (ORD), a public repository of structured organic reaction records. The task is: describe an organic reaction: reactants, conditions, products, and yield The reactants are C(C1=CC=CC=C1)=O (benzaldehyde), C(C)OC(CC(=O)CN1C(C=2C(C1=O)=CC=CC2)=O)=O (phthalimidoacetoacetic acid ethyl ester), C(C)OC(\C=C(\C)/N)=O (β-aminocrotonic acid ethyl ester). The solvent is C(C)O (ethanol). Conditions: time 8 hour. Product: C(C)OC(=O)C1=C(NC(=C(C1C1=CC=CC=C1)C(=O)OCC)C)CN1C(C=2C(C1=O)=CC=CC2)=O (2-Phthalimidomethyl-6-methyl-4-(phenyl)-1,4-dihydropyridine-3,5-dicarboxylic acid diethyl ester). The yield is 75.0%. Reaction SMILES: [CH:1](=O)[C:2]1[CH:7]=[CH:6][CH:5]=[CH:4][CH:3]=1.[CH2:9]([O:11][C:12](=[O:28])[CH2:13][C:14]([CH2:16][N:17]1[C:21](=[O:22])[C:20]2=[CH:23][CH:24]=[CH:25][CH:26]=[C:19]2[C:18]1=[O:27])=O)[CH3:10].[CH2:29]([O:31][C:32](=[O:37])/[CH:33]=[C:34](\[NH2:36])/[CH3:35])[CH3:30]>C(O)C>[CH2:9]([O:11][C:12]([C:13]1[CH:1]([C:2]2[CH:7]=[CH:6][CH:5]=[CH:4][CH:3]=2)[C:33]([C:32]([O:31][CH2:29][CH3:30])=[O:37])=[C:34]([CH3:35])[NH:36][C:14]=1[CH2:16][N:17]1[C:21](=[O:22])[C:20]2=[CH:23][CH:24]=[CH:25][CH:26]=[C:19]2[C:18]1=[O:27])=[O:28])[CH3:10]. Procedure: A solution of 10.6 g of benzaldehyde, 28 g of phthalimidoacetoacetic acid ethyl ester and 13 g of β-aminocrotonic acid ethyl ester in 150 ccs of ethanol is heated under reflux for 2×24 hours, the mixture is stirred overnight at room temperature and the precipitate is filtered off and washed with alcohol and ether. Light yellow crystals of melting point 169°-170° C. are obtained in 75% yield. The reactants are C(C1=CC=CC=C1)N1N=C(C2=CC=CC=C12)[Sn](C)(C)C (1-benzyl-3-trimethylstannylindazole), ClC1=NC=C(C(=N1)C)C (2-chloro-4,5-dimethylpyrimidine), [Cl-].[NH4+] (ammonium chloride). The reagents and catalysts are Cl[Pd]([P](C1=CC=CC=C1)(C2=CC=CC=C2)C3=CC=CC=C3)([P](C4=CC=CC=C4)(C5=CC=CC=C5)C6=CC=CC=C6)Cl (Pd(PPh3)2Cl2). Run in C1(=CC=CC=C1)C (toluene). The product is C(C1=CC=CC=C1)N1N=C(C2=CC=CC=C12)C1=NC=C(C(=N1)C)C (1-Benzyl-3-(4,5-dimethyl-2-pyrimidyl)indazole). Reaction SMILES: [CH2:1]([N:8]1[C:16]2[C:11](=[CH:12][CH:13]=[CH:14][CH:15]=2)[C:10]([Sn](C)(C)C)=[N:9]1)[C:2]1[CH:7]=[CH:6][CH:5]=[CH:4][CH:3]=1.Cl[C:22]1[N:27]=[C:26]([CH3:28])[C:25]([CH3:29])=[CH:24][N:23]=1.[Cl-].[NH4+]>C1(C)C=CC=CC=1.Cl[Pd](Cl)([P](C1C=CC=CC=1)(C1C=CC=CC=1)C1C=CC=CC=1)[P](C1C=CC=CC=1)(C1C=CC=CC=1)C1C=CC=CC=1>[CH2:1]([N:8]1[C:16]2[C:11](=[CH:12][CH:13]=[CH:14][CH:15]=2)[C:10]([C:22]2[N:27]=[C:26]([CH3:28])[C:25]([CH3:29])=[CH:24][N:23]=2)=[N:9]1)[C:2]1[CH:7]=[CH:6][CH:5]=[CH:4][CH:3]=1 |f:2.3,^1:41,60|. Procedure: 640 mg of 1-benzyl-3-trimethylstannylindazole (1.72 mmol), 212 mg of 2-chloro-4,5-dimethylpyrimidine* (1.49 mmol) and 72 mg (0.10 mmol) of Pd(PPh3)2Cl2 (5.8 mol %) in 20 ml of toluene were heated under reflux overnight in an argon atmosphere. The mixture was cooled to room temperature, saturated ammonium chloride solution was added and the mixture was extracted with ethyl acetate. The organic phase was dried over magnesium sulphate and freed from the solvent on a rotary evaporator. Purification ... The reactants are O=C(n1ccnc1)n1ccnc1, CN(C)c1ccncc1, O=C(O)c1cc(Cl)cs1, NC(=O)N1C(=O)Cc2cc(C(F)(F)F)ccc21. Yields the product NC(=O)N1C(=O)C(C(=O)c2cc(Cl)cs2)c2cc(C(F)(F)F)ccc21. Reaction SMILES: [C:10]([n:11]1[cH:12][cH:13][n:14][cH:15]1)([n:16]1[cH:17][cH:18][n:19][cH:20]1)=[O:21].[CH3:39][N:40]([c:41]1[cH:42][cH:43][n:44][cH:45][cH:46]1)[CH3:47].[Cl:1][c:2]1[cH:3][c:4]([C:7](=[O:8])[OH:9])[s:5][cH:6]1.[F:22][C:23]([c:24]1[cH:25][c:26]2[c:30]([cH:31][cH:32]1)[N:29]([C:33](=[O:34])[NH2:35])[C:28](=[O:36])[CH2:27]2)([F:37])[F:38]>>[Cl:1][c:2]1[cH:3][c:4]([C:7](=[O:9])[CH:27]2[c:26]3[cH:25][c:24]([C:23]([F:22])([F:37])[F:38])[cH:32][cH:31][c:30]3[N:29]([C:33](=[O:34])[NH2:35])[C:28]2=[O:36])[s:5][cH:6]1. Reactants: CC(O)=S, O=C([O-])[O-], CS(=O)(=O)OC1CC(=O)N(Cc2ccc(Oc3ccc(Cl)cc3)cc2)C1, [Cs+], [Cs+]. The product is CC(=O)SC1CC(=O)N(Cc2ccc(Oc3ccc(Cl)cc3)cc2)C1. Reaction SMILES: [C:27]([CH3:28])(=[S:29])[OH:30].[C:31](=[O:32])([O-:33])[O-:34].[CH3:1][S:2]([O:3][CH:6]1[CH2:7][C:8](=[O:26])[N:9]([CH2:11][c:12]2[cH:13][cH:14][c:15]([O:18][c:19]3[cH:20][cH:21][c:22]([Cl:25])[cH:23][cH:24]3)[cH:16][cH:17]2)[CH2:10]1)(=[O:4])=[O:5].[Cs+:35].[Cs+:36]>>[CH:6]1([S:29][C:27]([CH3:28])=[O:30])[CH2:7][C:8](=[O:26])[N:9]([CH2:11][c:12]2[cH:13][cH:14][c:15]([O:18][c:19]3[cH:20][cH:21][c:22]([Cl:25])[cH:23][cH:24]3)[cH:16][cH:17]2)[CH2:10]1. Starting materials: CN1CC=2N(C3=C(C1=O)C=CC=C3)C=NC2C(=O)OCC (ethyl 5,6-dihydro-5-methyl-6-oxo-4H-imidazo[1,5-a][1,4]benzodiazepine-3-carboxylate), [C-]#N.[K+] (potassium cyanide). The solvent is CO (methanol). Yields the product CN1CC=2N(C3=C(C1=O)C=CC=C3)C=NC2C(=O)OC (methyl 5,6-dihydro-5-methyl-6-oxo-4H-imidazo[1,5-a][1,4]benzodiazepine-3-carboxylate). RXN SMILES: [CH3:1][N:2]1[C:8](=[O:9])[C:7]2[CH:10]=[CH:11][CH:12]=[CH:13][C:6]=2[N:5]2[CH:14]=[N:15][C:16]([C:17]([O:19][CH2:20]C)=[O:18])=[C:4]2[CH2:3]1.[C-]#N.[K+]>CO>[CH3:1][N:2]1[C:8](=[O:9])[C:7]2[CH:10]=[CH:11][CH:12]=[CH:13][C:6]=2[N:5]2[CH:14]=[N:15][C:16]([C:17]([O:19][CH3:20])=[O:18])=[C:4]2[CH2:3]1 |f:1.2|. Procedure: 285 mg (1 mmol) of ethyl 5,6-dihydro-5-methyl-6-oxo-4H-imidazo[1,5-a][1,4]benzodiazepine-3-carboxylate and 66 mg of potassium cyanide are heated to boiling under reflux for 24 hours in 10 ml of methanol. Then, the mixture is concentrated on a rotary evaporator, the residue is partitioned between water and chloroform, extracted twice with chloroform, the chloroform phase is dried over magnesium sulphate and evaporated. There is obtained methyl 5,6-dihydro-5-methyl-6-oxo-4H-imidazo[1,5-a][1,4]benz... The reactants are C(C)(C)(C)OC(=O)N1C[C@H]([C@@H](C1)C#N)OC(C)=O ((3S,4S)-3-acetoxy-4-cyano-pyrrolidine-1-carboxylic acid tert-butyl ester), N (NH3). Run in CO (MeOH). Product: C(C)(C)(C)OC(=O)N1C[C@H]([C@@H](C1)O)C#N ((3S,4S)-3-cyano-4-hydroxy-pyrrolidine-1-carboxylic acid tert-butyl ester). As a reaction SMILES: [C:1]([O:5][C:6]([N:8]1[CH2:12][C@@H:11]([C:13]#[N:14])[C@H:10]([O:15]C(=O)C)[CH2:9]1)=[O:7])([CH3:4])([CH3:3])[CH3:2].N>CO>[C:1]([O:5][C:6]([N:8]1[CH2:9][C@@H:10]([OH:15])[C@H:11]([C:13]#[N:14])[CH2:12]1)=[O:7])([CH3:4])([CH3:2])[CH3:3]. Reported procedure: 80.1 A solution of (3S,4S)-3-acetoxy-4-cyano-pyrrolidine-1-carboxylic acid tert-butyl ester (1.00 g, prepared according to example 79.2) in 10 ml of a 2M NH3 solution in MeOH was stirred at 22° C. for 1 h and evaporated. The residue was chromatographed on silica (heptane/AcOEt, 2.5:1) to give (3S,4S)-3-cyano-4-hydroxy-pyrrolidine-1-carboxylic acid tert-butyl ester. Colorless solid. MS 213.3 ([M+H]+) Starting materials: CCO, CCOC(=O)c1c(C(F)(F)F)nc2cc(C(F)(F)F)ccc2c1O, [Na+], [OH-]. Product: O=C(O)c1c(C(F)(F)F)nc2cc(C(F)(F)F)ccc2c1O. Reaction SMILES: [CH3:27][CH2:28][OH:29].[F:1][C:2]([c:3]1[n:4][c:5]2[cH:6][c:7]([C:19]([F:20])([F:21])[F:22])[cH:8][cH:9][c:10]2[c:11]([OH:18])[c:12]1[C:13](=[O:14])[O:15][CH2:16][CH3:17])([F:23])[F:24].[Na+:26].[OH-:25]>>[F:1][C:2]([c:3]1[n:4][c:5]2[cH:6][c:7]([C:19]([F:20])([F:21])[F:22])[cH:8][cH:9][c:10]2[c:11]([OH:18])[c:12]1[C:13](=[O:14])[OH:15])([F:23])[F:24]. Starting materials: CS(=O)(=O)OCCCCC1=CC=C(C=C1)OCC1=CC=CC=C1 (4-(4-benzyloxyphenyl)butyl methane sulfonate), N1C=NC=C1 (imidazole), C([O-])([O-])=O.[K+].[K+] (potassium carbonate), CN(C=O)C (N,N-dimethylformamide). Solvent: O (water). Run at temperature 80 celsius, time 16 hour. Yields the product C(C1=CC=CC=C1)OC1=CC=C(C=C1)CCCCN1C=NC=C1 (1-[4-(4-benzyloxyphenyl)butyl]imidazole). Yield: 61.1%. RXN SMILES: CS(O[CH2:6][CH2:7][CH2:8][CH2:9][C:10]1[CH:15]=[CH:14][C:13]([O:16][CH2:17][C:18]2[CH:23]=[CH:22][CH:21]=[CH:20][CH:19]=2)=[CH:12][CH:11]=1)(=O)=O.[NH:24]1[CH:28]=[CH:27][N:26]=[CH:25]1.C(=O)([O-])[O-].[K+].[K+].CN(C)C=O>O>[CH2:17]([O:16][C:13]1[CH:14]=[CH:15][C:10]([CH2:9][CH2:8][CH2:7][CH2:6][N:24]2[CH:28]=[CH:27][N:26]=[CH:25]2)=[CH:11][CH:12]=1)[C:18]1[CH:23]=[CH:22][CH:21]=[CH:20][CH:19]=1 |f:2.3.4|. Procedure details: A mixture of 4-(4-benzyloxyphenyl)butyl methane sulfonate (25.0 g), imidazole (11.2 g), potassium carbonate (15.5 g) and N,N-dimethylformamide (200 ml) was stirred for 16 hours at 80° C. The reaction mixture was poured into water, and extracted with ethyl acetate. The ethyl acetate layer was washed with water, dried (MgSO4), and concentrated under reduced pressure. The residue was subjected to a silica gel column chromatography. From the fraction eluted with ethyl acetate-methanol (20:1, v/v), 1...